Dataset: the Open Reaction Database (ORD), a public repository of structured organic reaction records. Task: describe an organic reaction: reactants, conditions, products, and yield Reactants: C(C)OC(=O)C1=CN=NC=C1N (5-Aminopyridazine-4-carboxylic acid ethyl ester), FC1=C(C(=CC(=C1)F)F)CC(=O)Cl (2,4,6-Trifluorophenylacetyl chloride). The reagents and catalysts are CN(C)C=1C=CN=CC1 (DMAP). Run in C1(=CC=CC=C1)C (toluene). Run at temperature 70 celsius. Product: C(C)OC(=O)C1=CN=NC=C1NC(CC1=C(C=C(C=C1F)F)F)=O (5-[2-(2,4,6-trifluorophenyl)-acetylamino]-pyridazine-4-carboxylic acid ethyl ester). Yield: 101.7%. As a reaction SMILES: [CH2:1]([O:3][C:4]([C:6]1[C:11]([NH2:12])=[CH:10][N:9]=[N:8][CH:7]=1)=[O:5])[CH3:2].[F:13][C:14]1[CH:19]=[C:18]([F:20])[CH:17]=[C:16]([F:21])[C:15]=1[CH2:22][C:23](Cl)=[O:24]>C1(C)C=CC=CC=1.CN(C1C=CN=CC=1)C>[CH2:1]([O:3][C:4]([C:6]1[C:11]([NH:12][C:23](=[O:24])[CH2:22][C:15]2[C:16]([F:21])=[CH:17][C:18]([F:20])=[CH:19][C:14]=2[F:13])=[CH:10][N:9]=[N:8][CH:7]=1)=[O:5])[CH3:2]. Procedure details: 5-Aminopyridazine-4-carboxylic acid ethyl ester (1.26 g, prepared according to J. Het. Chem., (1968), 5, 845) was dissolved in dry toluene (125 ml) at 90° C., and DMAP (0.92 g) was added. 2,4,6-Trifluorophenylacetyl chloride (1.75 g of 95% purity material) was added dropwise with stirring at 70° C., and a white solid precipitated. The reaction was stirred at reflux for 5 hours and then filtered hot. The filtrate was evaporated to give 5-[2-(2,4,6-trifluorophenyl)-acetylamino]-pyridazine-4-carbox... The reactants are CC(C)(C)OC(=O)N1CCCC1COc1ccc(Oc2ccc(-c3nccs3)cc2)cc1, Cl, C1COCCO1. The product is Cl, c1csc(-c2ccc(Oc3ccc(OCC4CCCN4)cc3)cc2)n1. As a reaction SMILES: [C:1]([O:2][C:3](=[O:4])[N:8]1[CH:9]([CH2:13][O:14][c:15]2[cH:16][cH:17][c:18]([O:21][c:22]3[cH:23][cH:24][c:25](-[c:28]4[s:29][cH:30][cH:31][n:32]4)[cH:26][cH:27]3)[cH:19][cH:20]2)[CH2:10][CH2:11][CH2:12]1)([CH3:5])([CH3:6])[CH3:7].[ClH:33].[O:34]1[CH2:35][CH2:36][O:37][CH2:38][CH2:39]1>>[ClH:33].[NH:8]1[CH:9]([CH2:13][O:14][c:15]2[cH:16][cH:17][c:18]([O:21][c:22]3[cH:23][cH:24][c:25](-[c:28]4[s:29][cH:30][cH:31][n:32]4)[cH:26][cH:27]3)[cH:19][cH:20]2)[CH2:10][CH2:11][CH2:12]1. The reactants are COc1ccc(C2=NN(C3CCNCC3)C(=O)C2(C)C)cc1OC, O=C(O)c1cccc2ncccc12. Product: COc1ccc(C2=NN(C3CCN(C(=O)c4cccc5ncccc45)CC3)C(=O)C2(C)C)cc1OC. Reaction SMILES: [CH3:1][O:2][c:3]1[cH:4][c:5]([C:11]2=[N:15][N:14]([CH:16]3[CH2:17][CH2:18][NH:19][CH2:20][CH2:21]3)[C:13](=[O:22])[C:12]2([CH3:23])[CH3:24])[cH:6][cH:7][c:8]1[O:9][CH3:10].[n:25]1[cH:26][cH:27][cH:28][c:29]2[c:30]([C:35](=[O:36])[OH:37])[cH:31][cH:32][cH:33][c:34]12>>[CH3:1][O:2][c:3]1[cH:4][c:5]([C:11]2=[N:15][N:14]([CH:16]3[CH2:17][CH2:18][N:19]([C:35]([c:30]4[c:29]5[cH:28][cH:27][cH:26][n:25][c:34]5[cH:33][cH:32][cH:31]4)=[O:36])[CH2:20][CH2:21]3)[C:13](=[O:22])[C:12]2([CH3:23])[CH3:24])[cH:6][cH:7][c:8]1[O:9][CH3:10]. Starting materials: BrCCOC=1C=C(C=O)C=CC1 (3-(2-bromoethoxy)benzaldehyde), C1(NN=CC2=CC=CC=C12)=O (1(2H)-phthalazinone), C([O-])([O-])=O.[K+].[K+] (potassium carbonate), CN(C=O)C (N,N-dimethylformamide). Run in O (water). Conditions: temperature 80 celsius, time 5 hour. Product: O=C1N(N=CC2=CC=CC=C12)CCOC=1C=C(C=O)C=CC1 (3-[2-[1-oxo-2(1H)-phthalazinyl]ethoxy]benzaldehyde). Yield: 90.0%. As a reaction SMILES: Br[CH2:2][CH2:3][O:4][C:5]1[CH:6]=[C:7]([CH:10]=[CH:11][CH:12]=1)[CH:8]=[O:9].[C:13]1(=[O:23])[C:22]2[C:17](=[CH:18][CH:19]=[CH:20][CH:21]=2)[CH:16]=[N:15][NH:14]1.C(=O)([O-])[O-].[K+].[K+].CN(C)C=O>O>[O:23]=[C:13]1[C:22]2[C:17](=[CH:18][CH:19]=[CH:20][CH:21]=2)[CH:16]=[N:15][N:14]1[CH2:2][CH2:3][O:4][C:5]1[CH:6]=[C:7]([CH:10]=[CH:11][CH:12]=1)[CH:8]=[O:9] |f:2.3.4|. Reported procedure: A mixture of 3-(2-bromoethoxy)benzaldehyde (6.00 g), 1(2H)-phthalazinone (4.21 g), potassium carbonate (7.24 g) and N,N-dimethylformamide (40 ml) was stirred at 80° C. for 5 hours. After cooling, the reaction mixture was poured into water, which was extracted with ethyl acetate. The ethyl acetate layer was washed with saturated aqueous sodium chloride solution, dried (MgSO4) and concentrated to obtain 3-[2-[1-oxo-2(1H)-phthalazinyl]ethoxy]benzaldehyde (6.94 g, yield 90%) as colorless crystals. T... Starting materials: ClC1=C(C=CC(=C1)Cl)S(=O)(=O)Cl (2,4-Dichlorobenzenesulphonyl chloride), C(CC)N (1-propylamine). The solvent is C(CCC)O (n-butanol). Product: ClC1=C(C=CC(=C1)Cl)S(NCCC)(=O)=O (2,4-Dichloro-1-(1-propylsulphamoyl)benzene). Reaction SMILES: [Cl:1][C:2]1[CH:7]=[C:6]([Cl:8])[CH:5]=[CH:4][C:3]=1[S:9](Cl)(=[O:11])=[O:10].[CH2:13]([NH2:16])[CH2:14][CH3:15]>C(O)CCC>[Cl:1][C:2]1[CH:7]=[C:6]([Cl:8])[CH:5]=[CH:4][C:3]=1[S:9](=[O:11])(=[O:10])[NH:16][CH2:13][CH2:14][CH3:15]. Procedure: 2,4-Dichlorobenzenesulphonyl chloride (500 mg 2.1 mmol) and 1-propylamine (0.2 ml, 2.4 mmol) in n-butanol (10 ml) was heated at reflux for 48 hour. The volatiles were removed by evaporation and the residue triturated with ether and the product collected by filtration to give the title compound. NMR: 0.78 (t, 3H), 1.35 (q, 2H), 2.79 (t, 2H), 7.60 (dd, 1H), 7.84 (d, 1H), 7.92 (d, 2H)